This data is from the Open Reaction Database (ORD), a public repository of structured organic reaction records. The task is: describe an organic reaction: reactants, conditions, products, and yield Reactants: CCO, COC(=O)c1cc2cccc(Cl)c2s1, [Na+], [OH-]. The product is O=C(O)c1cc2cccc(Cl)c2s1. Reaction SMILES: [CH3:17][CH2:18][OH:19].[Cl:1][c:2]1[cH:3][cH:4][cH:5][c:6]2[c:7]1[s:8][c:9]([C:11](=[O:12])[O:13][CH3:14])[cH:10]2.[Na+:16].[OH-:15]>>[Cl:1][c:2]1[cH:3][cH:4][cH:5][c:6]2[c:7]1[s:8][c:9]([C:11](=[O:12])[OH:13])[cH:10]2. The reactants are BrC=1SC=C(N1)C(=O)NC=1C=NN(C1[C@@H]1CC[C@H]([C@H](CO1)F)NC(OC(C)(C)C)=O)C (tert-butyl ((3R,4R,7S)-7-(4-(2-bromothiazole-4-carboxamido)-1-methyl-1H-pyrazol-5-yl)-3-fluorooxepan-4-yl)carbamate), BrC=1SC=C(N1)C(=O)NC=1C=NN(C1[C@@H]1CC[C@H]([C@H](CO1)F)NC(OC(C)(C)C)=O)C (tert-butyl ((3R,4R,7S)-7-(4-(2-bromothiazole-4-carboxamido)-1-methyl-1H-pyrazol-5-yl)-3-fluorooxepan-4-yl)carbamate), FC=1C=C(C=NC1)B(O)O ((5-fluoropyridin-3-yl)boronic acid). Yields the product N[C@@H]1CC[C@H](OC[C@@H]1F)C1=C(C=NN1C)NC(=O)C=1N=C(SC1)C=1C=NC=C(C1)F (N-(5-((2S,5R,6R)-5-amino-6-fluorooxepan-2-yl)-1-methyl-1H-pyrazol-4-yl)-2-(5-fluoropyridin-3-yl)thiazole-4-carboxamide). As a reaction SMILES: Br[C:2]1[S:3][CH:4]=[C:5]([C:7]([NH:9][C:10]2[CH:11]=[N:12][N:13]([CH3:31])[C:14]=2[C@H:15]2[O:21][CH2:20][C@H:19]([F:22])[C@H:18]([NH:23]C(=O)OC(C)(C)C)[CH2:17][CH2:16]2)=[O:8])[N:6]=1.[F:32][C:33]1[CH:34]=[C:35](B(O)O)[CH:36]=[N:37][CH:38]=1>>[NH2:23][C@H:18]1[C@@H:19]([F:22])[CH2:20][O:21][C@H:15]([C:14]2[N:13]([CH3:31])[N:12]=[CH:11][C:10]=2[NH:9][C:7]([C:5]2[N:6]=[C:2]([C:35]3[CH:36]=[N:37][CH:38]=[C:33]([F:32])[CH:34]=3)[S:3][CH:4]=2)=[O:8])[CH2:16][CH2:17]1. Procedure details: Following the procedure for Example 101 starting from tert-butyl ((3R,4R,7S)-7-(4-(2-bromothiazole-4-carboxamido)-1-methyl-1H-pyrazol-5-yl)-3-fluorooxepan-4-yl)carbamate (Intermediate 100), and replacing 3,6-dihydro-2H-pyran-4-boronic acid pinacol ester with (5-fluoropyridin-3-yl)boronic acid gave 246. 1H NMR (400 MHz, DMSO-d6) δ 10.01 (s, 1H), 9.13 (t, J=1.7 Hz, 1H), 8.76 (d, J=2.8 Hz, 1H), 8.55 (s, 1H), 8.40-8.32 (m, 1H), 7.72 (s, 1H), 5.05-4.73 (m, 2H), 4.21-4.05 (m, 1H), 4.05-3.91 (m, 1H), 3... Reactants: O=Cc1c[nH]c(Br)c1, O=C([O-])[O-], CC(C)(C)P(C(C)(C)C)C(C)(C)C, Cc1cc(C)c(B(O)O)c(C)c1, [Cs+], [Cs+], O=C(C=Cc1ccccc1)C=Cc1ccccc1, O=C(C=Cc1ccccc1)C=Cc1ccccc1, O=C(C=Cc1ccccc1)C=Cc1ccccc1, O, [Pd], [Pd], Cc1cc(C)cc(C)c1. Yields the product Cc1cc(C)c(-c2cc(C=O)c[nH]2)c(C)c1. Reaction SMILES: [Br:1][c:2]1[cH:3][c:4]([CH:7]=[O:8])[cH:5][nH:6]1.[C:21](=[O:22])([O-:23])[O-:24].[C:27]([P:28]([C:29]([CH3:30])([CH3:31])[CH3:32])[C:33]([CH3:34])([CH3:35])[CH3:36])([CH3:37])([CH3:38])[CH3:39].[CH3:9][c:10]1[c:11]([B:18]([OH:19])[OH:20])[c:12]([CH3:17])[cH:13][c:14]([CH3:16])[cH:15]1.[Cs+:25].[Cs+:26].[O:51]=[C:52]([CH:53]=[CH:54][c:55]1[cH:56][cH:57][cH:58][cH:59][cH:60]1)[CH:61]=[CH:62][c:63]1[cH:64][cH:65][cH:66][cH:67][cH:68]1.[O:69]=[C:70]([CH:71]=[CH:72][c:73]1[cH:74][cH:75][cH:76][cH:77][cH:78]1)[CH:79]=[CH:80][c:81]1[cH:82][cH:83][cH:84][cH:85][cH:86]1.[O:87]=[C:88]([CH:89]=[CH:90][c:91]1[cH:92][cH:93][cH:94][cH:95][cH:96]1)[CH:97]=[CH:98][c:99]1[cH:100][cH:101][cH:102][cH:103][cH:104]1.[OH2:105].[Pd:49].[Pd:50].[c:40]1([CH3:41])[cH:42][c:43]([CH3:44])[cH:45][c:46]([CH3:47])[cH:48]1>>[c:2]1(-[c:11]2[c:10]([CH3:9])[cH:15][c:14]([CH3:16])[cH:13][c:12]2[CH3:17])[cH:3][c:4]([CH:7]=[O:8])[cH:5][nH:6]1.